describe an organic reaction: reactants, conditions, products, and yield From a dataset of the Open Reaction Database (ORD), a public repository of structured organic reaction records. Starting materials: ice water, NCCCO (3-amino-1-propanol), resultant mixture, C(C1CO1)OCCCCCCCCCCCCCC (tetradecyl glycidyl ether). The solvent is C(C)O (ethanol). RXN SMILES: [NH2:1][CH2:2][CH2:3][CH2:4][OH:5].[CH2:6]([O:10][CH2:11][CH2:12][CH2:13][CH2:14][CH2:15][CH2:16][CH2:17][CH2:18][CH2:19][CH2:20][CH2:21][CH2:22][CH2:23][CH3:24])[CH:7]1[O:9][CH2:8]1>C(O)C>[OH:5][CH2:4][CH2:3][CH2:2][NH:1][CH2:8][CH:7]([OH:9])[CH2:6][O:10][CH2:11][CH2:12][CH2:13][CH2:14][CH2:15][CH2:16][CH2:17][CH2:18][CH2:19][CH2:20][CH2:21][CH2:22][CH2:23][CH3:24]. Run at temperature 80 celsius. Procedure: A 300-ml two-necked flask equipped with a stirrer and a dropping funnel was charged with 25.1 g (0.33 mol) of 3-amino-1-propanol and 6.00 g of ethanol, and the contents were heated and stirred at 80° C. in a nitrogen atmosphere. After 9.00 g (33 mmol) of tetradecyl glycidyl ether were added dropwise over 2 hours, the resultant mixture was stirred further for 1 hour. The reaction mixture was poured into 400 ml of ice water and stirred for 1 hour. Crystals formed were then collected by filtration ... The yield is 135.0%. Yields the product OCCCNCC(COCCCCCCCCCCCCCC)O (1-(3-hydroxypropylamino)-3-tetradecyloxy-2-propanol). Reactants: ClCCCBr, Oc1ccc(Br)cc1, O=C([O-])[O-], CC(C)=O, [K+], [K+]. Yields the product ClCCCOc1ccc(Br)cc1. Reaction SMILES: [Br:15][CH2:16][CH2:17][CH2:18][Cl:19].[Br:1][c:2]1[cH:3][cH:4][c:5]([OH:8])[cH:6][cH:7]1.[C:9](=[O:10])([O-:11])[O-:12].[CH3:20][C:21](=[O:22])[CH3:23].[K+:13].[K+:14]>>[Br:1][c:2]1[cH:3][cH:4][c:5]([O:8][CH2:16][CH2:17][CH2:18][Cl:19])[cH:6][cH:7]1.